This data is from the Open Reaction Database (ORD), a public repository of structured organic reaction records. The task is: describe an organic reaction: reactants, conditions, products, and yield Starting materials: C[Mg]I (methylmagnesium iodide), Grignard reagent, C(C)(=O)Cl (acetyl chloride), C(=C)C1=CC=CC2=CC=CC=C12 (vinylnaphthalene), C(=O)C1=CC=CC2=CC=CC=C12 (formylnaphthalene), C1(=CC=CC=C1)C(C)C1=CC=CC=C1 (diphenylethane). Product: C1(=CC=CC=C1)C(C)C1=C(C=CC=C1)C=C (Phenyl(vinylphenyl)ethane), C1(=CC=CC=C1)C(C)C1=C(C=CC=C1)C(C)=O (phenyl(acetylphenyl)ethane). As a reaction SMILES: [CH:1](C1C2C(=CC=CC=2)C=CC=1)=[CH2:2].[CH:13]([C:15]1C2C(=CC=CC=2)C=CC=1)=[O:14].C[Mg]I.[C:28]1([CH:34]([C:36]2[CH:41]=[CH:40][CH:39]=[CH:38][CH:37]=2)[CH3:35])[CH:33]=[CH:32][CH:31]=[CH:30][CH:29]=1.C(Cl)(=O)C>>[C:28]1([CH:34]([C:36]2[CH:37]=[CH:38][CH:39]=[CH:40][C:41]=2[CH:1]=[CH2:2])[CH3:35])[CH:33]=[CH:32][CH:31]=[CH:30][CH:29]=1.[C:28]1([CH:34]([C:36]2[CH:37]=[CH:38][CH:39]=[CH:40][C:41]=2[C:13](=[O:14])[CH3:15])[CH3:35])[CH:33]=[CH:32][CH:31]=[CH:30][CH:29]=1. Reported procedure: For instance, vinylnaphthalene is prepared by reacting formylnaphthalene with a Grignard reagent such as methylmagnesium iodide, and then dehydrating. Phenyl(vinylphenyl)ethane is prepared by reacting diphenylethane with acetyl chloride in the presence of a Friedel-Crafts catalyst to obtain phenyl(acetylphenyl)ethane, reducing by sodium borohydride, and then dehydrating. Phenyl(isopropenylphenyl)ethane is prepared by reacting phenyl(acetylphenyl)ethane with a Grignard reagent such as methylmagne...